Dataset: the Open Reaction Database (ORD), a public repository of structured organic reaction records. Task: describe an organic reaction: reactants, conditions, products, and yield The reactants are O (water), [H-].[Na+] (sodium hydride), C(C)OC(CCCCl)OCC (4,4-diethoxybutyl chloride), C1=CC=CC=2NC3=CC=CC=C3C(C12)=O (9-acridanone). Solvent: CN(C=O)C (dimethylformamide). Reaction conditions: time 2 hour. Product: C(C)OC(CCCN1C=2C=CC=CC2C(C2=CC=CC=C12)=O)OCC (10-(4,4-diethoxybutyl)-9-acridanone). Reaction SMILES: [H-].[Na+].[CH:3]1[C:16]2[C:15](=[O:17])[C:14]3[C:9](=[CH:10][CH:11]=[CH:12][CH:13]=3)[NH:8][C:7]=2[CH:6]=[CH:5][CH:4]=1.[CH2:18]([O:20][CH:21]([O:26][CH2:27][CH3:28])[CH2:22][CH2:23][CH2:24]Cl)[CH3:19].O>CN(C)C=O>[CH2:18]([O:20][CH:21]([O:26][CH2:27][CH3:28])[CH2:22][CH2:23][CH2:24][N:8]1[C:7]2[C:16](=[CH:3][CH:4]=[CH:5][CH:6]=2)[C:15](=[O:17])[C:14]2[CH:13]=[CH:12][CH:11]=[CH:10][C:9]1=2)[CH3:19] |f:0.1|. Reported procedure: A suspension of 1.44 g of sodium hydride in 100 ml of dimethylformamide is treated within 10 minutes with 9.75 g of 9-acridanone and held at 50° for 2 hours. At 120° there are then added 9.5 g of 4,4-diethoxybutyl chloride. After 16 hours, the mixture is cooled, poured into water and extracted with dichloromethane. The extract is dried over sodium sulfate and evaporated. The residue is extracted with hexane and crystallized twice from hexane. There is obtained 10-(4,4-diethoxybutyl)-9-acridanone...